Dataset: the Open Reaction Database (ORD), a public repository of structured organic reaction records. Task: describe an organic reaction: reactants, conditions, products, and yield Solvent: O (water). Reported procedure: A mixture of ethyl [2-(benzo[b]thiophen-2-yl)ethyl]carbamate (285 mg), polyphosphoric acid (4 g) and phosphorus pentoxide (250 mg) was heated at 100°-110° for 6h. The cooled mixture was treated with water (25 ml) and the suspension was extracted with ethyl acetate (3×25 ml) The combined, dried organic extracts were purified by SPCC eluting with System B (1:1) to give the title compound (35 mg) as a solid, m.p. 143°-144°. Starting materials: S1C2=C(C=C1CCNC(OCC)=O)C=CC=C2 (ethyl [2-(benzo[b]thiophen-2-yl)ethyl]carbamate), polyphosphoric acid, O=P12OP3(=O)OP(=O)(O1)OP(=O)(O2)O3 (phosphorus pentoxide). The product is C1(NCCC2=C1C1=C(S2)C=CC=C1)=O (3,4-Dihydro-[1]benzothieno[3,2-c]pyridin-1(2H)-one). As a reaction SMILES: [S:1]1[C:5]([CH2:6][CH2:7][NH:8][C:9](=O)[O:10]CC)=[CH:4][C:3]2[CH:14]=[CH:15][CH:16]=[CH:17][C:2]1=2.O=P12OP3(OP(OP(O3)(O1)=O)(=O)O2)=O>O>[C:9]1(=[O:10])[C:4]2[C:3]3[CH:14]=[CH:15][CH:16]=[CH:17][C:2]=3[S:1][C:5]=2[CH2:6][CH2:7][NH:8]1. Yield: 15.1%. The reactants are C(C)(C)(C)OC(=O)NC1=CC=CC(=N1)CCOC1=CC=C(C=C1)CC(CC(=O)OC)(C)C (Methyl 4-[4-(2-{6-[(tert-butoxycarbonyl)amino]pyridin-2-yl}ethoxy)phenyl]-3,3-dimethylbutanoate), [N+]1(=CC=CC=C1)[O-] (pyridine-N-oxide). The product is CC(CC(=O)OC)(CC1=CC=C(C=C1)OCCCNC1=[N+](C=CC=C1)[O-])C (Methyl 3,3-dimethyl-4-{4-[3-(1-oxidopyridin-2-ylamino)propoxy]phenyl}-butanoate). As a reaction SMILES: C(O[C:6]([NH:8][C:9]1[N:14]=[C:13]([CH2:15][CH2:16][O:17][C:18]2[CH:23]=[CH:22][C:21]([CH2:24][C:25]([CH3:32])([CH3:31])[CH2:26][C:27]([O:29][CH3:30])=[O:28])=[CH:20][CH:19]=2)[CH:12]=[CH:11][CH:10]=1)=O)(C)(C)C.[N+]1([O-:39])C=CC=CC=1>>[CH3:31][C:25]([CH3:32])([CH2:24][C:21]1[CH:22]=[CH:23][C:18]([O:17][CH2:16][CH2:15][CH2:13][NH:14][C:9]2[CH:10]=[CH:11][CH:12]=[CH:6][N+:8]=2[O-:39])=[CH:19][CH:20]=1)[CH2:26][C:27]([O:29][CH3:30])=[O:28]. Procedure details: The procedure for the preparation of the product of STEP 7, EXAMPLE 4 was repeated using 2-[3-hydroxy-1-propyl)amino]pyridine-N-oxide (Ref: WO 98/30542) in the place of the product of STEP 6, EXAMPLE 4 to provide the above product as a colorless gum. Reactants: CC(C)(C)OC(=O)NC1CCC(NC(=O)c2cc(F)cnc2Cl)CC1, O=C([O-])[O-], CSc1cccc(O)c1, CN(C)C=O, [Cs+], [Cs+]. Yields the product CSc1cccc(Oc2ncc(F)cc2C(=O)NC2CCC(NC(=O)OC(C)(C)C)CC2)c1. RXN SMILES: [C:1]([CH3:2])([CH3:3])([CH3:4])[O:5][C:6]([NH:7][CH:8]1[CH2:9][CH2:10][CH:11]([NH:14][C:15](=[O:16])[c:17]2[c:18]([Cl:24])[n:19][cH:20][c:21]([F:23])[cH:22]2)[CH2:12][CH2:13]1)=[O:25].[C:35](=[O:36])([O-:37])[O-:38].[CH3:26][S:27][c:28]1[cH:29][c:30]([OH:34])[cH:31][cH:32][cH:33]1.[CH3:41][N:42]([CH3:43])[CH:44]=[O:45].[Cs+:39].[Cs+:40]>>[C:1]([CH3:2])([CH3:3])([CH3:4])[O:5][C:6]([NH:7][CH:8]1[CH2:9][CH2:10][CH:11]([NH:14][C:15](=[O:16])[c:17]2[c:18]([O:34][c:30]3[cH:29][c:28]([S:27][CH3:26])[cH:33][cH:32][cH:31]3)[n:19][cH:20][c:21]([F:23])[cH:22]2)[CH2:12][CH2:13]1)=[O:25]. The reactants are BrCCBr, O=C([O-])[O-], CCCCc1oc2ccccc2c1C(=O)c1ccc(O)cc1, CCC(C)=O, [K+], [K+]. Product: CCCCc1oc2ccccc2c1C(=O)c1ccc(OCCBr)cc1. Reaction SMILES: [Br:29][CH2:30][CH2:31][Br:32].[C:23](=[O:24])([O-:25])[O-:26].[CH2:1]([CH2:2][CH2:3][CH3:4])[c:5]1[o:6][c:7]2[c:8]([c:9]1[C:10]([c:11]1[cH:12][cH:13][c:14]([OH:17])[cH:15][cH:16]1)=[O:18])[cH:19][cH:20][cH:21][cH:22]2.[CH2:33]([C:34]([CH3:35])=[O:36])[CH3:37].[K+:27].[K+:28]>>[CH2:1]([CH2:2][CH2:3][CH3:4])[c:5]1[o:6][c:7]2[c:8]([c:9]1[C:10]([c:11]1[cH:12][cH:13][c:14]([O:17][CH2:31][CH2:30][Br:29])[cH:15][cH:16]1)=[O:18])[cH:19][cH:20][cH:21][cH:22]2. The reactants are COC(=O)Nc1nc2ccccc2[nH]1, ClC(Cl)Cl, N#COc1ccccc1. The product is COC(=O)Nc1nc2ccccc2n1C(=N)Oc1ccccc1. As a reaction SMILES: [CH3:1][O:2][C:3](=[O:4])[NH:5][c:6]1[nH:7][c:8]2[c:9]([n:10]1)[cH:11][cH:12][cH:13][cH:14]2.[CH:24]([Cl:25])([Cl:26])[Cl:27].[N:15]#[C:16][O:17][c:18]1[cH:19][cH:20][cH:21][cH:22][cH:23]1>>[CH3:1][O:2][C:3](=[O:4])[NH:5][c:6]1[n:7][c:8]2[c:9]([n:10]1[C:16](=[NH:15])[O:17][c:18]1[cH:19][cH:20][cH:21][cH:22][cH:23]1)[cH:11][cH:12][cH:13][cH:14]2. Reactants: CS(=O)(=O)C1=CC=C(C=C1)C1=C(C(CC1)=O)C=1C=NC=CC1 (3-(4-(methylsulfonyl)phenyl)-2-(3-pyridinyl)-2-cyclopenten-1-one), Cl (HCl). Run in C(Cl)Cl (CH2Cl2). The product is Cl.CS(=O)(=O)C1=CC=C(C=C1)C1=C(C(CC1)=O)C=1C=NC=CC1 (3-(4-(Methylsulfonyl)phenyl)-2-(3-pyridinyl)-2-cyclopenten-1-one hydrochloride). As a reaction SMILES: [CH3:1][S:2]([C:5]1[CH:10]=[CH:9][C:8]([C:11]2[CH2:15][CH2:14][C:13](=[O:16])[C:12]=2[C:17]2[CH:18]=[N:19][CH:20]=[CH:21][CH:22]=2)=[CH:7][CH:6]=1)(=[O:4])=[O:3].[ClH:23]>C(Cl)Cl>[ClH:23].[CH3:1][S:2]([C:5]1[CH:10]=[CH:9][C:8]([C:11]2[CH2:15][CH2:14][C:13](=[O:16])[C:12]=2[C:17]2[CH:18]=[N:19][CH:20]=[CH:21][CH:22]=2)=[CH:7][CH:6]=1)(=[O:4])=[O:3] |f:3.4|. Procedure: To a solution of 3-(4-(methylsulfonyl)phenyl)-2-(3-pyridinyl)-2-cyclopenten-1-one (5.0 g, 15.96 mmol) in CH2Cl2 (50 mL) was passed a stream of HCl gas for 10 min. Excess HCl was removed by bubbling a stream of air through the solution. The solution was then concentrated and swished in Et2O to give 5.7 g of the title compound.